Dataset: the Open Reaction Database (ORD), a public repository of structured organic reaction records. Task: describe an organic reaction: reactants, conditions, products, and yield The yield is 94.0%. Run at temperature 0 celsius, time 30 minute. Reaction SMILES: Cl.[Br:2][C:3]1[CH:4]=[CH:5][C:6]([CH3:11])=[C:7]([NH:9][NH2:10])[CH:8]=1.C(O[CH:15]=[C:16]([C:19]#[N:20])[C:17]#[N:18])C>CO>[NH2:20][C:19]1[N:9]([C:7]2[CH:8]=[C:3]([Br:2])[CH:4]=[CH:5][C:6]=2[CH3:11])[N:10]=[CH:15][C:16]=1[C:17]#[N:18] |f:0.1|. The reactants are Cl.BrC=1C=CC(=C(C1)NN)C ((5-Bromo-2-methylphenyl)hydrazine hydrochloride), C(C)OC=C(C#N)C#N (2-(ethoxymethylene)malononitrile). Solvent: CO (MeOH). Procedure: 5 (5-Bromo-2-methylphenyl)hydrazine hydrochloride (CAS no. 214915-80-7) (5 g, 21.05 mmol) was partitioned between EtOAc (50 mL) and NaOH (2M, aq) (30 mL). The organic layer separated and washed with water (50 mL), brine (50 mL), dried (MgSO4), filtered and concentrated to afford free base of the starting material. The resultant oil was suspended in MeOH (50 mL) under nitrogen at −5° C. 2-(ethoxymethylene)malononitrile (2.57 g, 21.05 mmol) added portionwise over 5 mins and the mixture stirred at ... The product is NC1=C(C=NN1C1=C(C=CC(=C1)Br)C)C#N (5-amino-1-(5-bromo-2-methylphenyl)-1H-pyrazole-4-carbonitrile). Starting materials: Brc1ccccc1, C1CCOC1, CC(C)CCCC(C)CCCC(C)CCOc1ccc2c(c1)C(=O)c1ccccc1-2, I, [Mg]. Product: CC(C)CCCC(C)CCCC(C)CCOc1ccc2c(c1)C(O)(c1ccccc1)c1ccccc1-2. RXN SMILES: [Br:3][c:4]1[cH:5][cH:6][cH:7][cH:8][cH:9]1.[CH2:40]1[O:41][CH2:42][CH2:43][CH2:44]1.[CH3:10][CH:11]([CH2:12][CH2:13][O:14][c:15]1[cH:16][c:17]2[c:25]([cH:26][cH:27]1)-[c:24]1[c:19]([cH:20][cH:21][cH:22][cH:23]1)[C:18]2=[O:28])[CH2:29][CH2:30][CH2:31][CH:32]([CH2:33][CH2:34][CH2:35][CH:36]([CH3:37])[CH3:38])[CH3:39].[I:2].[Mg:1]>>[c:4]1([C:18]2([OH:28])[c:17]3[cH:16][c:15]([O:14][CH2:13][CH2:12][CH:11]([CH3:10])[CH2:29][CH2:30][CH2:31][CH:32]([CH2:33][CH2:34][CH2:35][CH:36]([CH3:37])[CH3:38])[CH3:39])[cH:27][cH:26][c:25]3-[c:24]3[c:19]2[cH:20][cH:21][cH:22][cH:23]3)[cH:5][cH:6][cH:7][cH:8][cH:9]1. Starting materials: FC1=C(C#N)C=CC=C1 (2-fluoro-benzonitrile), CNS(=O)(=O)C (N-Methyl-methanesulfonamide), C([O-])([O-])=O.[K+].[K+] (potassium carbonate), CN(C=O)C (N,N-dimethylformamide). The product is C(#N)C1=C(C=CC=C1)N(S(=O)(=O)C)C (N-(2-Cyano-phenyl)-N-methyl-methanesulfonamide), solid. Procedure details: To a round bottom flask was added 2-fluoro-benzonitrile (1.0 g, 8.2 mmol), N-Methyl-methanesulfonamide (1.0 g, 9.2 mmol), potassium carbonate (1.7 g, 12 mmol) and N,N-dimethylformamide (5 mL). The mixture was heated at 80° C. for 18 hours. The mixture was cooled to room temperature and water (50 mL) was added. The mixture was extracted with ethyl acetate (75 mL). The organic layer was washed with water (2×25 mL) and saturated aqueous sodium chloride (25 mL), dried over magnesium sulfate, filtere... Run at temperature 80 celsius. The solvent is O (water). RXN SMILES: F[C:2]1[CH:9]=[CH:8][CH:7]=[CH:6][C:3]=1[C:4]#[N:5].[CH3:10][NH:11][S:12]([CH3:15])(=[O:14])=[O:13].C(=O)([O-])[O-].[K+].[K+].CN(C)C=O>O>[C:4]([C:3]1[CH:6]=[CH:7][CH:8]=[CH:9][C:2]=1[N:11]([CH3:10])[S:12]([CH3:15])(=[O:14])=[O:13])#[N:5] |f:2.3.4|. The yield is 42.0%. Starting materials: O=C([O-])[O-], Brc1ccc2c(ccn2Cc2ccccc2)c1, ClCCl, OB(O)c1ccc(OC(F)(F)F)cc1, [K+], [K+], C1COCCO1, O. Product: FC(F)(F)Oc1ccc(-c2ccc3c(ccn3Cc3ccccc3)c2)cc1. Reaction SMILES: [C:35](=[O:36])([O-:37])[O-:38].[CH2:1]([c:2]1[cH:3][cH:4][cH:5][cH:6][cH:7]1)[n:8]1[cH:9][cH:10][c:11]2[cH:12][c:13]([Br:17])[cH:14][cH:15][c:16]12.[Cl:32][CH2:33][Cl:34].[F:18][C:19]([O:20][c:21]1[cH:22][cH:23][c:24]([B:27]([OH:28])[OH:29])[cH:25][cH:26]1)([F:30])[F:31].[K+:39].[K+:40].[O:41]1[CH2:42][CH2:43][O:44][CH2:45][CH2:46]1.[OH2:47]>>[CH2:1]([c:2]1[cH:3][cH:4][cH:5][cH:6][cH:7]1)[n:8]1[cH:9][cH:10][c:11]2[cH:12][c:13](-[c:24]3[cH:23][cH:22][c:21]([O:20][C:19]([F:18])([F:30])[F:31])[cH:26][cH:25]3)[cH:14][cH:15][c:16]12.